From a dataset of the Open Reaction Database (ORD), a public repository of structured organic reaction records. describe an organic reaction: reactants, conditions, products, and yield Yields the product ClCC(C(C(=O)OCC)=NOCCC)=O (ethyl 4-chloro-3-oxo-2-propoxyiminobutyrate). RXN SMILES: [O:1]=[C:2]([CH3:14])[C:3](=[N:9][O:10][CH2:11][CH2:12][CH3:13])[C:4]([O:6][CH2:7][CH3:8])=[O:5].S(Cl)([Cl:18])(=O)=O>C(O)(=O)C>[Cl:18][CH2:14][C:2](=[O:1])[C:3](=[N:9][O:10][CH2:11][CH2:12][CH3:13])[C:4]([O:6][CH2:7][CH3:8])=[O:5]. Procedure details: Ethyl 3-oxo-2-propoxyiminobutyrate (syn isomer, 15.4 g.) and sulfuryl chloride (10.6 g.) were dissolved in acetic acid (15.4 ml.), warmed at 35° to 40° C. for 10 minutes with stirring and then stirred at ambient temperature for additional 6 hours. The reaction mixture was poured into ice-water (200 ml.) and the resultant mixture was extracted twice with chloroform. The extract was washed with an aqueous solution of sodium chloride, twice a saturated aqueous solution of sodium bicarbonate and onc... The solvent is C(C)(=O)O (acetic acid). Starting materials: O=C(C(C(=O)OCC)=NOCCC)C (Ethyl 3-oxo-2-propoxyiminobutyrate), S(=O)(=O)(Cl)Cl (sulfuryl chloride), ice water. Isolated yield 85.4%. Starting materials: Cl.C1(=CC=CC=C1)/C(=C/C(=O)O)/C=1C=NC=CC1 ((Z)-3-phenyl-3-(3-pyridyl)-2-propenoic acid hydrochloride), COC=1C=C(CCN)C=CC1 (3-methoxyphenethylamine). Yields the product COC=1C=C(CCNC(\C=C(/C=2C=NC=CC2)\C2=CC=CC=C2)=O)C=CC1 ((Z)-N-(3-methoxyphenethyl)-3-phenyl-3-(3-pyridyl)-2-propenoic acid amide). The yield is 97.1%. Reaction SMILES: Cl.[C:2]1(/[C:8](/[C:13]2[CH:14]=[N:15][CH:16]=[CH:17][CH:18]=2)=[CH:9]/[C:10]([OH:12])=O)[CH:7]=[CH:6][CH:5]=[CH:4][CH:3]=1.[CH3:19][O:20][C:21]1[CH:22]=[C:23]([CH:27]=[CH:28][CH:29]=1)[CH2:24][CH2:25][NH2:26]>>[CH3:19][O:20][C:21]1[CH:22]=[C:23]([CH:27]=[CH:28][CH:29]=1)[CH2:24][CH2:25][NH:26][C:10](=[O:12])/[CH:9]=[C:8](/[C:2]1[CH:3]=[CH:4][CH:5]=[CH:6][CH:7]=1)\[C:13]1[CH:14]=[N:15][CH:16]=[CH:17][CH:18]=1 |f:0.1|. Procedure: Starting from (Z)-3-phenyl-3-(3-pyridyl)-2-propenoic acid hydrochloride (1.00 g) and 3-methoxyphenethylamine (0.60 g), the titled compound (1.33 g, 98%) was obtained according to the method similar to that of Example 9. The reactants are C[C@@H](CCO)CCCC(C)C ((R)-3,7-dimethyl-1-octanol), C1(=CC=CC=C1)P(C1=CC=CC=C1)C1=CC=CC=C1 (triphenylphosphine), BrN1C(CCC1=O)=O (N-bromosuccinimide). Solvent: C(Cl)Cl (methylene chloride). The product is BrCC[C@@H](CCCC(C)C)C ((R)-1-bromo-3,7-dimethyloctane). Yield: 87.3%. As a reaction SMILES: [Br:1]N1C(=O)CCC1=O.[CH3:9][C@H:10]([CH2:14][CH2:15][CH2:16][CH:17]([CH3:19])[CH3:18])[CH2:11][CH2:12]O.C1(P(C2C=CC=CC=2)C2C=CC=CC=2)C=CC=CC=1>C(Cl)Cl>[Br:1][CH2:12][CH2:11][C@H:10]([CH3:9])[CH2:14][CH2:15][CH2:16][CH:17]([CH3:19])[CH3:18]. Procedure details: 5.65 g (31.8 mmol) of N-bromosuccinimide are added portionwise while stirring to a solution of 5 g (31.6 mmol) of (R)-3,7-dimethyl-1-octanol and 9.05 g (34.5 mmol) of triphenylphosphine in 20 ml of methylene chloride. The temperature is held below 25° by occasional cooling of the reaction vessel. After 30-minutes stirring at room temperature, the solvent is removed on the rotary evaporator. The residue is washed out several times with n-hexane, then filtered and again rinsed with n-hexane. The c... Starting materials: CCCCO, C[Si](C)(C)Cl, Cc1ccc(S(=O)(=O)n2ccc3c(Nc4ccc5cn[nH]c5c4)nc(Cl)nc32)cc1, Nc1ccc(N2CCC(O)CC2)cc1. Yields the product Cc1ccc(S(=O)(=O)n2ccc3c(Nc4ccc5cn[nH]c5c4)nc(Nc4ccc(N5CCC(O)CC5)cc4)nc32)cc1. RXN SMILES: [CH2:50]([OH:51])[CH2:52][CH2:53][CH3:54].[CH3:45][Si:46]([Cl:47])([CH3:48])[CH3:49].[Cl:1][c:2]1[n:3][c:4]([NH:21][c:22]2[cH:23][cH:24][c:25]3[cH:26][n:27][nH:28][c:29]3[cH:30]2)[c:5]2[c:6]([n:7]1)[n:8]([S:11](=[O:12])(=[O:13])[c:14]1[cH:15][cH:16][c:17]([CH3:18])[cH:19][cH:20]1)[cH:9][cH:10]2.[NH2:31][c:32]1[cH:33][cH:34][c:35]([N:38]2[CH2:39][CH2:40][CH:41]([OH:44])[CH2:42][CH2:43]2)[cH:36][cH:37]1>>[c:2]1([NH:31][c:32]2[cH:33][cH:34][c:35]([N:38]3[CH2:39][CH2:40][CH:41]([OH:44])[CH2:42][CH2:43]3)[cH:36][cH:37]2)[n:3][c:4]([NH:21][c:22]2[cH:23][cH:24][c:25]3[cH:26][n:27][nH:28][c:29]3[cH:30]2)[c:5]2[c:6]([n:7]1)[n:8]([S:11](=[O:12])(=[O:13])[c:14]1[cH:15][cH:16][c:17]([CH3:18])[cH:19][cH:20]1)[cH:9][cH:10]2.